Dataset: the Open Reaction Database (ORD), a public repository of structured organic reaction records. Task: describe an organic reaction: reactants, conditions, products, and yield Starting materials: II (iodine), OCCCNC1=CC=C(C=C1)C(C(C)(CC1=CC=CC=C1)N(C)C)=O (1-[4-(3-Hydroxypropylamino)phenyl]-2-dimethylamino-2-benzyl-propan-1-one), N1C=NC=C1 (imidazole), C1(=CC=CC=C1)P(C1=CC=CC=C1)C1=CC=CC=C1 (triphenyl phosphine). Run in C(Cl)Cl (methylene chloride), C(Cl)Cl (methylene chloride). Reaction conditions: temperature 20 celsius, time 1 hour. Product: ICCCNC1=CC=C(C=C1)C(C(C)(CC1=CC=CC=C1)N(C)C)=O (1-[4-(3-Iodopropylamino)phenyl]-2-dimethylamino-2-benzyl-propan-1-one). As a reaction SMILES: O[CH2:2][CH2:3][CH2:4][NH:5][C:6]1[CH:11]=[CH:10][C:9]([C:12](=[O:25])[C:13]([N:22]([CH3:24])[CH3:23])([CH2:15][C:16]2[CH:21]=[CH:20][CH:19]=[CH:18][CH:17]=2)[CH3:14])=[CH:8][CH:7]=1.N1C=CN=C1.C1(P(C2C=CC=CC=2)C2C=CC=CC=2)C=CC=CC=1.[I:50]I>C(Cl)Cl>[I:50][CH2:2][CH2:3][CH2:4][NH:5][C:6]1[CH:11]=[CH:10][C:9]([C:12](=[O:25])[C:13]([N:22]([CH3:24])[CH3:23])([CH2:15][C:16]2[CH:21]=[CH:20][CH:19]=[CH:18][CH:17]=2)[CH3:14])=[CH:8][CH:7]=1. Reported procedure: 6.7 g (0.02 mol) of 1-[4-(3-Hydroxypropylamino)phenyl]-2-dimethylamino-2-benzyl-propan-1-one, 3.35 g (0.05 mol) of imidazole and 12.9 g (0.05 mol) of triphenyl phosphine are dissolved in 50 ml of methylene chloride. To the solution are added 10 g (0.039 mol) of iodine and stirred at room temperature (about 20° C.) for 1 hour. 100 ml of methylene chloride is added to the reaction mixture and washed with aqueous solution of sodium sulfite and water, and dried over MgSO4. After distilling off the m... The reactants are C(CCC)C(=C(CCCC)CCCC)[Sn] (tributylvinyltin), ClC1=CC=CC(=N1)C=1C(=C2N(N1)CCC2)C2=CC=NC1=CC=CC=C21 (4-[2-(6-chloro-pyridin-2-yl)-5,6-dihydro-4H-pyrrolo[1,2-b]pyrazol-3-yl]-quinoline). The reagents and catalysts are [Pd].C1(=CC=CC=C1)P(C1=CC=CC=C1)C1=CC=CC=C1.C1(=CC=CC=C1)P(C1=CC=CC=C1)C1=CC=CC=C1.C1(=CC=CC=C1)P(C1=CC=CC=C1)C1=CC=CC=C1.C1(=CC=CC=C1)P(C1=CC=CC=C1)C1=CC=CC=C1 (tetrakis-(triphenylphosphine) palladium (0)). The solvent is C1(=CC=CC=C1)C (toluene). Run at time 5 minute. Yields the product C(=C)C1=CC=CC(=N1)C=1C(=C2N(N1)CCC2)C2=CC=NC1=CC=CC=C21 (4-[2-(6-Vinyl-pyridin-2-yl)-5,6-dihydro-4H-pyrrolo[1,2-b]pyrazol-3-yl]-quinoline). Yield: 62.0%. RXN SMILES: [CH2:1](C([Sn])=C(CCCC)CCCC)[CH2:2]CC.Cl[C:17]1[N:22]=[C:21]([C:23]2[C:24]([C:31]3[C:40]4[C:35](=[CH:36][CH:37]=[CH:38][CH:39]=4)[N:34]=[CH:33][CH:32]=3)=[C:25]3[CH2:30][CH2:29][CH2:28][N:26]3[N:27]=2)[CH:20]=[CH:19][CH:18]=1>C1(C)C=CC=CC=1.[Pd].C1(P(C2C=CC=CC=2)C2C=CC=CC=2)C=CC=CC=1.C1(P(C2C=CC=CC=2)C2C=CC=CC=2)C=CC=CC=1.C1(P(C2C=CC=CC=2)C2C=CC=CC=2)C=CC=CC=1.C1(P(C2C=CC=CC=2)C2C=CC=CC=2)C=CC=CC=1>[CH:1]([C:17]1[N:22]=[C:21]([C:23]2[C:24]([C:31]3[C:40]4[C:35](=[CH:36][CH:37]=[CH:38][CH:39]=4)[N:34]=[CH:33][CH:32]=3)=[C:25]3[CH2:30][CH2:29][CH2:28][N:26]3[N:27]=2)[CH:20]=[CH:19][CH:18]=1)=[CH2:2] |f:3.4.5.6.7,^1:2|. Procedure details: Add tributylvinyltin (0.059 mL, 0.19 mmol) to a solution of 4-[2-(6-chloro-pyridin-2-yl)-5,6-dihydro-4H-pyrrolo[1,2-b]pyrazol-3-yl]-quinoline, EXAMPLE 101, (59 mg, 0.17 mmol) in toluene (0.7 mL) at RT. Bubble nitrogen into the reaction mixture for 5 min and add tetrakis-(triphenylphosphine) palladium (0) (10 mg, 0.0085 mmol). Bubble nitrogen into the solution for an additional 2 min and heat the reaction to 110° C. for 18 h. Concentrate the reaction in vacuo and purify by flash column chromatogr... Starting materials: SnCl2-dihydrate, C(C1=CC=CC=C1)N(C1=C(C=CC(=C1)[N+](=O)[O-])C)C (N-Benzyl-N,2-dimethyl-5-nitro-aniline). The solvent is CO (methanol), Cl (HCl). The product is hexanes EtOAc, C(C1=CC=CC=C1)N(C=1C=C(C=CC1C)N)C (N3-benzyl-N3,4-dimethyl-benzene-1,3-diamine). Reaction SMILES: [CH2:1]([N:8]([CH3:19])[C:9]1[CH:14]=[C:13]([N+:15]([O-])=O)[CH:12]=[CH:11][C:10]=1[CH3:18])[C:2]1[CH:7]=[CH:6][CH:5]=[CH:4][CH:3]=1>CO.Cl>[CH2:1]([N:8]([CH3:19])[C:9]1[CH:14]=[C:13]([NH2:15])[CH:12]=[CH:11][C:10]=1[CH3:18])[C:2]1[CH:7]=[CH:6][CH:5]=[CH:4][CH:3]=1. Procedure: SnCl2-dihydrate (1117 mg, 4.95 mmol) is added to a solution of N-Benzyl-N,2-dimethyl-5-nitro-aniline (247 mg, 0.96 mmol) in methanol (10 mL) and conc. HCl (1 mL). After boiling under reflux for 2.5 h, volatiles are evaporated under reduced pressure and the residue is partitioned between EtOAc and water, the pH being adjusted to approx. 10 by the addition of 2N NaOH. The organic layer is washed with sat. brine, dried (Na2SO4), and evaporated. Chromatography of the residue (silica gel, hexanes/EtO...